Dataset: the Open Reaction Database (ORD), a public repository of structured organic reaction records. Task: describe an organic reaction: reactants, conditions, products, and yield Procedure: Vilsmeier reagent prepared from dimethylformamide (0.43 g.) and phosphorus oxychloride (0.92 g.) was suspended in dry ethyl acetate (10 ml.). To the suspension was added 2-(2-formamido-4-thiazolyl)-2-methoxyimino acetic acid (syn isomer, 1.15 g.) under ice-cooling with stirring, and the mixture was stirred at the same temperature for 30 minutes to prepared the activated acid solution. On the other hand, p-nitrobenzyl 7-amino-3-cephem-4-carboxylate hydrochloride (1.79 g.) and trimethylsilylacetam... Starting materials: Cl.NC1[C@@H]2N(C(=CCS2)C(=O)OCC2=CC=C(C=C2)[N+](=O)[O-])C1=O (p-nitrobenzyl 7-amino-3-cephem-4-carboxylate hydrochloride), C[Si](C)(C)CC(=O)N (trimethylsilylacetamide), resultant solution, C(=O)NC=1SC=C(N1)C(C(=O)O)=NOC (2-(2-formamido-4-thiazolyl)-2-methoxyimino acetic acid), C[N+](=CCl)C.[Cl-] (Vilsmeier reagent), P(=O)(Cl)(Cl)Cl (phosphorus oxychloride). Yields the product C(=O)NC=1SC=C(N1)C(C(=O)NC1[C@@H]2N(C(=CCS2)C(=O)OCC2=CC=C(C=C2)[N+](=O)[O-])C1=O)=NOC (p-nitrobenzyl 7-{2-(2-formamido-4-thiazolyl)-2-methoxyimino-acetamido}-3-cephem-4-carboxylate). Isolated yield 49.4%. Run in C(C)(=O)OCC (ethyl acetate), C(C)(=O)OCC (ethyl acetate), C(C)(=O)OCC (ethyl acetate), O (Water), CN(C=O)C (dimethylformamide). RXN SMILES: C[N+](C)=CCl.[Cl-].P(Cl)(Cl)(Cl)=O.[CH:12]([NH:14][C:15]1[S:16][CH:17]=[C:18]([C:20](=[N:24][O:25][CH3:26])[C:21]([OH:23])=O)[N:19]=1)=[O:13].Cl.[NH2:28][CH:29]1[C:49](=[O:50])[N:31]2[C:32]([C:36]([O:38][CH2:39][C:40]3[CH:45]=[CH:44][C:43]([N+:46]([O-:48])=[O:47])=[CH:42][CH:41]=3)=[O:37])=[CH:33][CH2:34][S:35][C@H:30]12.C[Si](CC(N)=O)(C)C>C(OCC)(=O)C.O.CN(C)C=O>[CH:12]([NH:14][C:15]1[S:16][CH:17]=[C:18]([C:20](=[N:24][O:25][CH3:26])[C:21]([NH:28][CH:29]2[C:49](=[O:50])[N:31]3[C:32]([C:36]([O:38][CH2:39][C:40]4[CH:41]=[CH:42][C:43]([N+:46]([O-:48])=[O:47])=[CH:44][CH:45]=4)=[O:37])=[CH:33][CH2:34][S:35][C@H:30]23)=[O:23])[N:19]=1)=[O:13] |f:0.1,4.5|. Starting materials: N1C(=NC=C1)C=1SC=C(N1)C(=O)N (2-(1H-Imidazole-2-yl)-thiazole-4-carboxylic acid amide), O=P(Cl)(Cl)Cl (POCl3), C(=O)(O)[O-].[Na+] (NaHCO3), ice water. Run in N1=CC=CC=C1 (pyridine). Conditions: time 2 hour. Product: N1C(=NC=C1)C=1SC=C(N1)C#N (2-(1H-Imidazole-2-yl)-thiazole-4-carbonitrile). RXN SMILES: [NH:1]1[CH:5]=[CH:4][N:3]=[C:2]1[C:6]1[S:7][CH:8]=[C:9]([C:11]([NH2:13])=O)[N:10]=1.O=P(Cl)(Cl)Cl.C([O-])(O)=O.[Na+]>N1C=CC=CC=1>[NH:3]1[CH:4]=[CH:5][N:1]=[C:2]1[C:6]1[S:7][CH:8]=[C:9]([C:11]#[N:13])[N:10]=1 |f:2.3|. Procedure: To a solution of 2-(1H-Imidazole-2-yl)-thiazole-4-carboxylic acid amide (120 mg) in 2 mL of anhydrous pyridine is added 0.25 mL of POCl3 dropwise at 0° C. The reaction mixture is stirred at the same temperature for 2 hours, poured into ice water, neutralized with solid NaHCO3, and extracted with 5% MeOH in CH2Cl2. The extract is washed with brine, dried and concentrated to a solid. 1H NMR (DMSO): δ 13.45 (br, 1H), 8.82 (s, 1H), 7.38 (s, 1H), 7.12 (s, 1H). LRMS calcd 176, found 177 (MH+). The reactants are O[C@H]1C[C@@H]2CC[C@H]3[C@@H]4CC[C@H](C(C)=O)[C@]4(CC[C@@H]3[C@]2(CC1)C)C (3α-Hydroxy-5α-pregnan-20-one), C1(=CC=C(C=C1)S(=O)(=O)Cl)C (toluene-p-sulphonyl chloride), Cl (hydrochloric acid). Solvent: N1=CC=CC=C1 (pyridine). Reaction conditions: time 18 hour. Product: C1(=CC=C(C=C1)S(=O)(=O)O[C@H]1C[C@@H]2CC[C@H]3[C@@H]4CC[C@H](C(C)=O)[C@]4(CC[C@@H]3[C@]2(CC1)C)C)C (3α-toluene-p-sulphonyloxy-5α-pregnan-20-one). As a reaction SMILES: [OH:1][C@@H:2]1[CH2:21][CH2:20][C@@:19]2([CH3:22])[C@@H:4]([CH2:5][CH2:6][C@@H:7]3[C@@H:18]2[CH2:17][CH2:16][C@@:15]2([CH3:23])[C@H:8]3[CH2:9][CH2:10][C@@H:11]2[C:12](=[O:14])[CH3:13])[CH2:3]1.[C:24]1([CH3:34])[CH:29]=[CH:28][C:27]([S:30](Cl)(=[O:32])=[O:31])=[CH:26][CH:25]=1.Cl>N1C=CC=CC=1>[C:24]1([CH3:34])[CH:29]=[CH:28][C:27]([S:30]([O:1][C@@H:2]2[CH2:21][CH2:20][C@@:19]3([CH3:22])[C@@H:4]([CH2:5][CH2:6][C@@H:7]4[C@@H:18]3[CH2:17][CH2:16][C@@:15]3([CH3:23])[C@H:8]4[CH2:9][CH2:10][C@@H:11]3[C:12](=[O:14])[CH3:13])[CH2:3]2)(=[O:32])=[O:31])=[CH:26][CH:25]=1. Procedure: 3α-Hydroxy-5α-pregnan-20-one (5.12 g) in pyridine (40 mL) was treated with toluene-p-sulphonyl chloride (5.6 g) , and the reaction mixture was stirred at room temperature for 18.0 h. This solution was poured into dilute (5%) hydrochloric acid (200 mL) and washed three times with chloroform (150 mL portions). The combined organic phase was extracted with more 5% hydrochloric acid and water, dried over magnesium sulfate and evaporated to an oil which on standing crystallized and gave 3α-toluene-p-... Reactants: C1CCOC1, [Li+], CC1CC(OC(=O)c2ccc([N+](=O)[O-])cc2)c2ncnc(-c3ccc4c(C(CNC(=O)OC(C)(C)C)c5ccc(Cl)cc5)nsc4c3)c21, [OH-]. The product is CC1CC(O)c2ncnc(-c3ccc4c(C(CNC(=O)OC(C)(C)C)c5ccc(Cl)cc5)nsc4c3)c21. Reaction SMILES: [CH2:51]1[O:52][CH2:53][CH2:54][CH2:55]1.[Li+:2].[N+:3]([c:4]1[cH:5][cH:6][c:7]([C:8](=[O:9])[O:12][CH:13]2[CH2:14][CH:15]([CH3:48])[c:16]3[c:17]2[n:18][cH:19][n:20][c:21]3-[c:22]2[cH:23][c:24]3[c:25]([c:26]([CH:29]([CH2:30][NH:31][C:32](=[O:33])[O:34][C:35]([CH3:36])([CH3:37])[CH3:38])[c:39]4[cH:40][cH:41][c:42]([Cl:45])[cH:43][cH:44]4)[n:27][s:28]3)[cH:46][cH:47]2)[cH:10][cH:11]1)([O-:49])=[O:50].[OH-:1]>>[OH:12][CH:13]1[CH2:14][CH:15]([CH3:48])[c:16]2[c:17]1[n:18][cH:19][n:20][c:21]2-[c:22]1[cH:23][c:24]2[c:25]([c:26]([CH:29]([CH2:30][NH:31][C:32](=[O:33])[O:34][C:35]([CH3:36])([CH3:37])[CH3:38])[c:39]3[cH:40][cH:41][c:42]([Cl:45])[cH:43][cH:44]3)[n:27][s:28]2)[cH:46][cH:47]1. The reactants are C(C)(=O)OC=1C(=C2CCC(OC2=C(C1C)C)(C)O)C ((±)-6-acetoxy-2-hydroxy-2,5,7,8-tetramethylchroman), CC(C(=O)[O-])C1(OC2=C(C(=C(C(=C2CC1)C)OC(C)=O)C)C)C ((±)-methyl-(6-acetoxy-2,5,7,8-tetramethylchroman-2-yl)acetate), [H-].[Na+] (sodium hydride), COC(=O)CP(=O)(OC)OC (trimethyl phosphonoacetate), [OH-].[Na+] (NaOH). Solvent: O1CCCC1 (tetrahydrofuran), O (H2O), O1CCCC1 (tetrahydrofuran), C(C)O (ethanol). Conditions: time 0.25 hour. Product: OC=1C(=C2CCC(OC2=C(C1C)C)(C)CC(=O)O)C ((±) -(6-hydroxy-2,5,7,8-tetramethylchroman-2-yl)acetic acid). Reaction SMILES: [H-].[Na+].COC(CP(OC)(OC)=O)=O.C(OC1C(C)=C2C(=C(C)C=1C)OC(O)(C)CC2)(=O)C.C[CH:34]([C:38]1([CH3:55])[CH2:47][CH2:46][C:45]2[C:40](=[C:41]([CH3:54])[C:42]([CH3:53])=[C:43]([O:49]C(=O)C)[C:44]=2[CH3:48])[O:39]1)[C:35]([O-:37])=[O:36].[OH-].[Na+]>O1CCCC1.O.C(O)C>[OH:49][C:43]1[C:44]([CH3:48])=[C:45]2[C:40](=[C:41]([CH3:54])[C:42]=1[CH3:53])[O:39][C:38]([CH2:34][C:35]([OH:37])=[O:36])([CH3:55])[CH2:47][CH2:46]2 |f:0.1,5.6|. Reported procedure: In a dried flask under N2, a suspension of 47.2 g (1.10 mol) of 56 percent by weight sodium hydride in mineral oil in 1000 ml of tetrahydrofuran was stirred as 209.4 g (1.15 mol) of trimethyl phosphonoacetate was added over 2.25 hr. The white paste was stirred for 0.25 hr and then a solution of 132.2 g (0.50 mol) of (±)-6-acetoxy-2-hydroxy-2,5,7,8-tetramethylchroman in 1000 ml of tetrahydrofuran was added over 0.50 hr. The pale yellow suspension was stirred at 23° C for 18 hours and then heated ... The reactants are CC(C1=CC(=CC2=C1OC(=CC2=O)N3CCOCC3)C(=O)N(C)C)N, C1=C(C=C(C=C1F)Br)C#N. Reagents/catalysts: C(=O)([O-])[O-].[Cs+].[Cs+], CC1(C2=C(C(=CC=C2)P(C3=CC=CC=C3)C4=CC=CC=C4)OC5=C1C=CC=C5P(C6=CC=CC=C6)C7=CC=CC=C7)C, C1=CC=C(C=C1)/C=C/C(=O)/C=C/C2=CC=CC=C2.C1=CC=C(C=C1)/C=C/C(=O)/C=C/C2=CC=CC=C2.C1=CC=C(C=C1)/C=C/C(=O)/C=C/C2=CC=CC=C2.[Pd].[Pd]. Run in C1COCCO1. Run at temperature 90 celsius. Yields the product CC(C1=CC(=CC2=C1OC(=CC2=O)N3CCOCC3)C(=O)N(C)C)NC4=CC(=CC(=C4)C#N)F. Yield: 81.8%. Procedure: To a mixture of 8-(1-aminoethyl)-N,N-dimethyl-2-morpholino-4-oxo-4H-chromene-6-carboxamide (300 mg, 0.87 mmol), cesium carbonate (1104 mg, 3.39 mmol), (9,9-dimethyl-9H-xanthene-4,5-diyl)bis(diphenylphosphine) (126 mg, 0.22 mmol) and 3-bromo-5-fluorobenzonitrile (382 mg, 1.91 mmol) in degassed 1,4-dioxane (2ml), was added TRIS(DIBENZYLIDENEACETONE)DIPALLADIUM (59.7 mg, 0.07 mmol). The suspension was heated in a sealed container up to 85-95°C for 16hours. The reaction mixture was filtered through ...